This data is from the Open Reaction Database (ORD), a public repository of structured organic reaction records. The task is: describe an organic reaction: reactants, conditions, products, and yield Reactants: CS(=O)(=O)CCN1CCNCC1, CCOc1cc(C(C)(C)C#N)ccc1C1=NC(c2ccc(Cl)cc2)C(c2ccc(Cl)cc2)N1C(=O)Cl, Cl, Cl. The product is CCOc1cc(C(C)(C)C#N)ccc1C1=NC(c2ccc(Cl)cc2)C(c2ccc(Cl)cc2)N1C(=O)N1CCN(CCS(C)(=O)=O)CC1. Reaction SMILES: [CH3:39][S:40](=[O:41])(=[O:42])[CH2:43][CH2:44][N:45]1[CH2:46][CH2:47][NH:48][CH2:49][CH2:50]1.[Cl:1][c:2]1[cH:3][cH:4][c:5]([CH:8]2[N:9]=[C:10]([c:23]3[c:24]([O:34][CH2:35][CH3:36])[cH:25][c:26]([C:29]([CH3:30])([CH3:31])[C:32]#[N:33])[cH:27][cH:28]3)[N:11]([C:20](=[O:21])[Cl:22])[CH:12]2[c:13]2[cH:14][cH:15][c:16]([Cl:19])[cH:17][cH:18]2)[cH:6][cH:7]1.[ClH:37].[ClH:38]>>[Cl:1][c:2]1[cH:3][cH:4][c:5]([CH:8]2[N:9]=[C:10]([c:23]3[c:24]([O:34][CH2:35][CH3:36])[cH:25][c:26]([C:29]([CH3:30])([CH3:31])[C:32]#[N:33])[cH:27][cH:28]3)[N:11]([C:20](=[O:21])[N:48]3[CH2:47][CH2:46][N:45]([CH2:44][CH2:43][S:40]([CH3:39])(=[O:41])=[O:42])[CH2:50][CH2:49]3)[CH:12]2[c:13]2[cH:14][cH:15][c:16]([Cl:19])[cH:17][cH:18]2)[cH:6][cH:7]1. Starting materials: C1(=CC=CC=C1)P(C1=CC=CC=C1)C1=CC=CC=C1 (triphenylphosphine), CCOC(=O)/N=N/C(=O)OCC (diethylazodicarboxylate), BrC1=C2C=CC=CC2=C(C=2C3=C(SC21)C=CC=C3)C=3C(=C(C(=CC3)F)O)F (3-(6-bromo-benzo[b]naphtho[2,3-d]thiophen-11-yl)-2,6 difluoro-phenol), C([C@@H](O)C)(=O)OC ((S)-lactic acid, methyl ester). The solvent is C1=CC=CC=C1 (benzene), C(Cl)Cl (methylene chloride). Run at time 14 hour. Yields the product BrC1=C2C=CC=CC2=C(C=2C3=C(SC21)C=CC=C3)C=3C(=C(O[C@@H](C(=O)OC)C)C(=CC3)F)F ((R)-2-[3-(6-bromo-benzo[b]naphtho[2,3-d ]thiophen-11-yl)-2,6-difluoro-phenoxy]-propionic acid, methyl ester). Isolated yield 86.0%. RXN SMILES: [Br:1][C:2]1[C:14]2[S:13][C:12]3[CH:15]=[CH:16][CH:17]=[CH:18][C:11]=3[C:10]=2[C:9]([C:19]2[C:20]([F:27])=[C:21]([OH:26])[C:22]([F:25])=[CH:23][CH:24]=2)=[C:8]2[C:3]=1[CH:4]=[CH:5][CH:6]=[CH:7]2.[C:28]([O:33][CH3:34])(=[O:32])[C@H:29]([CH3:31])O.C1(P(C2C=CC=CC=2)C2C=CC=CC=2)C=CC=CC=1.CCOC(/N=N/C(OCC)=O)=O>C1C=CC=CC=1.C(Cl)Cl>[Br:1][C:2]1[C:14]2[S:13][C:12]3[CH:15]=[CH:16][CH:17]=[CH:18][C:11]=3[C:10]=2[C:9]([C:19]2[C:20]([F:27])=[C:21]([C:22]([F:25])=[CH:23][CH:24]=2)[O:26][C@H:29]([CH3:31])[C:28]([O:33][CH3:34])=[O:32])=[C:8]2[C:3]=1[CH:4]=[CH:5][CH:6]=[CH:7]2. Procedure details: To a solution of 3-(6-bromo-benzo[b]naphtho[2,3-d]thiophen-11-yl)-2,6 difluoro-phenol (0.570 g, 1.29 mmol), commercially available (S)-lactic acid, methyl ester. (0.246 mL, 2.58 mmol) and triphenylphosphine (0.677g, 2.58 mmol) in dry benzene (7 mL) was added diethylazodicarboxylate (0.406 mL, 2.58 mmol) dropwise at room temperature under a dry nitrogen atmosphere. The reaction mixture was sealed in a pressure bottle and immersed in a pre-heated oil bath at 105° C. After heating for 2.5 hours the... Reactants: C(C1=CC=CC=C1)#N (benzonitrile), C(CO)O (ethylene glycol), O (water). The product is 108g, C(C1=CC=CC=C1)(=O)OCCO (ethylene glycol monobenzoate). The yield is 65.0%. RXN SMILES: [C:1](#N)[C:2]1[CH:7]=[CH:6][CH:5]=[CH:4][CH:3]=1.[OH2:9].[CH2:10]([OH:13])[CH2:11][OH:12]>>[C:1]([O:12][CH2:11][CH2:10][OH:13])(=[O:9])[C:2]1[CH:7]=[CH:6][CH:5]=[CH:4][CH:3]=1. Procedure details: A solution of benzonitrile (103g) in ethylene glycol (310g) was heated at reflux under substantially anhydrous conditions for 3 days. The reaction mixture was cooled and added to a mixture of ice and water (about 300ml). The resulting mixture was extracted with ether (3 × 300ml) and the combined ether extract back-washed with water (2 × 300ml) and then with a saturated sodium chloride solution (300ml). The ether solution was dried over anhydrous sodium sulfate. The ether was evaporated and the r... The reactants are C(CCCCC(=O)O)(=O)O (adipic acid), [N+](=O)(O)[O-] (nitric acid). Run in C1CCCCC1 (cyclohexane), C1CCCCC1 (cyclohexane). Yields the product C(CCCCC(=O)O)(=O)O (adipic acid), [N+](=O)([O-])C1CCCCC1 (nitrocyclohexane). RXN SMILES: [C:1]([OH:10])(=[O:9])[CH2:2][CH2:3][CH2:4][CH2:5][C:6]([OH:8])=[O:7].[N+:11]([O-])([OH:13])=[O:12]>C1CCCCC1>[C:1]([OH:10])(=[O:9])[CH2:2][CH2:3][CH2:4][CH2:5][C:6]([OH:8])=[O:7].[N+:11]([CH:1]1[CH2:6][CH2:5][CH2:4][CH2:3][CH2:2]1)([O-:13])=[O:12]. Reported procedure: Hereinafter, mainly, the methods of producing adipic acid directly from cyclohexane are mentioned. 1. Chemical Technology 1974(9) disclosed on page 555 - 559 that adipic acid was produced by oxidizing cyclohexane by molecular oxygen under a pressure, at a temperature about 80° - 90° C in the presence of catalyst and initiator in acetic acid. The selectivity rate of adipic acid was 72 - 74%, and conversion rate of cyclohexane was 82 - 88%. 2. Ullmann Encyclopaedia Der Technische Chemie Bd. 3 (195...